This data is from the Open Reaction Database (ORD), a public repository of structured organic reaction records. The task is: describe an organic reaction: reactants, conditions, products, and yield Reactants: COC(=O)C1CCC(Oc2ccccc2C)CC1, Cc1ccccc1, NN, O. Yields the product Cc1ccccc1OC1CCC(C(=O)NN)CC1. As a reaction SMILES: [CH3:1][O:2][C:3](=[O:4])[CH:5]1[CH2:6][CH2:7][CH:8]([O:11][c:12]2[c:13]([CH3:18])[cH:14][cH:15][cH:16][cH:17]2)[CH2:9][CH2:10]1.[CH3:22][c:23]1[cH:24][cH:25][cH:26][cH:27][cH:28]1.[NH2:20][NH2:21].[OH2:19]>>[O:2]=[C:3]([CH:5]1[CH2:6][CH2:7][CH:8]([O:11][c:12]2[c:13]([CH3:18])[cH:14][cH:15][cH:16][cH:17]2)[CH2:9][CH2:10]1)[NH:20][NH2:21]. Starting materials: Cl.Cl.CN1C2(CNC2)CCC1 (5-methyl-2,5-diazaspiro[3.4]octane dihydrochloride salt), Cl.Cl.CN1C2(CNC2)CCC1 (5-methyl-2,5-diazaspiro[3.4]octane dihydrochloride salt), ClC=1C(=NC(=NC1)NC1=C(C=C(C(=C1)[N+](=O)[O-])F)OC)C=1C=NN2C1C=CC=C2 (5-chloro-N-(4-fluoro-2-methoxy-5-nitrophenyl)-4-pyrazolo[1,5-a]pyridin-3-ylpyrimidin-2-amine), ClC=1C(=NC(=NC1)NC1=C(C=C(C(=C1)[N+](=O)[O-])F)OC)C=1C=NN2C1C=CC=C2 (5-chloro-N-(4-fluoro-2-methoxy-5-nitrophenyl)-4-pyrazolo[1,5-a]pyridin-3-ylpyrimidin-2-amine), CN1C2(CNC2)CCC1 (5-methyl-2,5-diazaspiro[3.4]octane), CCN(C(C)C)C(C)C (DIPEA). The solvent is CO.O (CH3OH water), CO (CH3OH), CO (CH3OH), CC(=O)N(C)C (DMA). Run at temperature 140 celsius. Yields the product ClC=1C(=NC(=NC1)NC1=C(C=C(C(=C1)[N+](=O)[O-])N1CC2(C1)N(CCC2)C)OC)C=2C=NN1C2C=CC=C1 (5-Chloro-N-[2-methoxy-4-(5-methyl-2,5-diazaspiro[3.4]octan-2-yl)-5-nitrophenyl]-4-pyrazolo[1,5-a]pyridin-3-ylpyrimidin-2-amine). The yield is 85.4%. As a reaction SMILES: Cl.Cl.[CH3:3][N:4]1[CH2:11][CH2:10][CH2:9][C:5]21[CH2:8][NH:7][CH2:6]2.[Cl:12][C:13]1[C:14]([C:32]2[CH:33]=[N:34][N:35]3[CH:40]=[CH:39][CH:38]=[CH:37][C:36]=23)=[N:15][C:16]([NH:19][C:20]2[CH:25]=[C:24]([N+:26]([O-:28])=[O:27])[C:23](F)=[CH:22][C:21]=2[O:30][CH3:31])=[N:17][CH:18]=1.CN1CCCC21CNC2.CCN(C(C)C)C(C)C>CO.O.CC(N(C)C)=O.CO>[Cl:12][C:13]1[C:14]([C:32]2[CH:33]=[N:34][N:35]3[CH:40]=[CH:39][CH:38]=[CH:37][C:36]=23)=[N:15][C:16]([NH:19][C:20]2[CH:25]=[C:24]([N+:26]([O-:28])=[O:27])[C:23]([N:7]3[CH2:8][C:5]4([CH2:9][CH2:10][CH2:11][N:4]4[CH3:3])[CH2:6]3)=[CH:22][C:21]=2[O:30][CH3:31])=[N:17][CH:18]=1 |f:0.1.2,6.7|. Procedure details: A mixture of 5-methyl-2,5-diazaspiro[3.4]octane dihydrochloride salt (Intermediate 47, 400 mg) in CH3OH/water was absorbed onto an SCX column. The column was washed with CH3OH and eluted with methanolic ammonia. The fractions containing product were combined and concentrated (caution: product is volatile). A mixture of 5-chloro-N-(4-fluoro-2-methoxy-5-nitrophenyl)-4-pyrazolo[1,5-a]pyridin-3-ylpyrimidin-2-amine (Intermediate 20, 250 mg, 0.60 mmol), 5-methyl-2,5-diazaspiro[3.4]octane (91 mg, 0.72 ... Reaction SMILES: [Al+3:26].[CH2:31]1[O:32][CH2:33][CH2:34][CH2:35]1.[CH3:1][c:2]1[c:3]([CH2:4][NH:5][c:6]2[c:7]3[cH:8][cH:9][cH:10][cH:11][c:12]3[n:13][c:14]3[c:19]2[C:18](=[O:20])[CH2:17][CH2:16][CH2:15]3)[cH:21][cH:22][cH:23][cH:24]1.[H-:25].[H-:28].[H-:29].[H-:30].[Li+:27]>>[CH3:1][c:2]1[c:3]([CH2:4][NH:5][c:6]2[c:7]3[cH:8][cH:9][cH:10][cH:11][c:12]3[n:13][c:14]3[c:19]2[CH:18]([OH:20])[CH2:17][CH2:16][CH2:15]3)[cH:21][cH:22][cH:23][cH:24]1. The reactants are [Al+3], C1CCOC1, Cc1ccccc1CNc1c2c(nc3ccccc13)CCCC2=O, [H-], [H-], [H-], [H-], [Li+]. The product is Cc1ccccc1CNc1c2c(nc3ccccc13)CCCC2O.